The task is: describe an organic reaction: reactants, conditions, products, and yield. This data is from the Open Reaction Database (ORD), a public repository of structured organic reaction records. Starting materials: ClC1=C(C=C(O)C=C1)O (4-chlororesorcinol), diethyl-1,3-acetonedicarboxylate, FC(C(=O)O)(F)F (trifluoroacetic acid), ice water, C(C)OC(C)=O (ethylacetate), CO (methanol). Run at temperature 98 celsius, time 1 hour. Yields the product C(C)(=O)OCCC=1C(OC2=CC(=C(C=C2C1)Cl)O)=O (3-Acetoxyethyl-6-chloro-7-hydroxycoumarin). Isolated yield 46.0%. Reaction SMILES: [Cl:1][C:2]1[CH:8]=[CH:7][C:5]([OH:6])=[CH:4][C:3]=1[OH:9].F[C:11](F)(F)[C:12]([OH:14])=O.[CH2:17]([O:19][C:20](=[O:22])[CH3:21])[CH3:18].[CH3:23]O>>[C:20]([O:19][CH2:17][CH2:18][C:11]1[C:12](=[O:14])[O:6][C:5]2[C:7]([CH:23]=1)=[CH:8][C:2]([Cl:1])=[C:3]([OH:9])[CH:4]=2)(=[O:22])[CH3:21]. Procedure details: To a flame-dried 50 mL round-bottom flask is weighed 4-chlororesorcinol (1.44 g, 10 mmole) and diethyl-1,3-acetonedicarboxylate (1.82 mL, 10 mmole) and trifluoroacetic acid (10.0 mL) added. This mixture is heated to reflux (98° C.) in an oil-bath for 18 hours, cooled to room-temperature and poured into ice-water (100 mL) with stirring for 1 hour. The resulting off-white precipitate is filtered and washed with ice-cold water, dried in air and in vacuo overnight to give a yellow crystalline powder...